From a dataset of the Open Reaction Database (ORD), a public repository of structured organic reaction records. describe an organic reaction: reactants, conditions, products, and yield Starting materials: C(C)(C)(C)OC(=O)N1C(CCC1)C=1NC(=CN1)C1=CC=C(C=C1)C1=CC(=NC=C1)OCC1=CC=CC=C1 (2-{5-[4-(2-Benzyloxy-pyridin-4-yl)-phenyl]-1H-imidazol-2-yl}-pyrrolidine-1-carboxylic acid tert-butyl ester), [H-].[Na+] (sodium hydride), [Cl-].[NH4+] (ammonium chloride), CCl (methyl chloride). Solvent: CN(C)C=O (DMF). Conditions: time 5 minute. Product: C(C)(C)(C)OC(=O)N1CCCC1 (pyrrolidine-1-carboxylic acid tert-butyl ester). Yield: 270.9%. RXN SMILES: [C:1]([O:5][C:6]([N:8]1[CH2:12][CH2:11][CH2:10][CH:9]1C1NC(C2C=CC(C3C=CN=C(OCC4C=CC=CC=4)C=3)=CC=2)=CN=1)=[O:7])([CH3:4])([CH3:3])[CH3:2].[H-].[Na+].CCl.[Cl-].[NH4+]>CN(C=O)C>[C:1]([O:5][C:6]([N:8]1[CH2:12][CH2:11][CH2:10][CH2:9]1)=[O:7])([CH3:4])([CH3:2])[CH3:3] |f:1.2,4.5|. Procedure: To a solution of 2-{5-[4-(2-Benzyloxy-pyridin-4-yl)-phenyl]-1H-imidazol-2-yl}-pyrrolidine-1-carboxylic acid tert-butyl ester (0.530 g) in DMF (5.0 mL) at 0° C. was added 60% sodium hydride (0.047 g). After stirring for 5 minutes, 2-(trimethylsilyl)ethoxy]methyl chloride was added and reaction mixture stirred for 2 hours. Saturated ammonium chloride was added and mixture was extracted with ethyl acetate (2×). Organic layer was washed with 5% lithium chloride solution (2×), brine and dried (MgSO4)... Starting materials: CCO, COC(=O)CCc1ccc(-c2nc(-c3ccc(OC(C)C)c(C(F)(F)F)c3)no2)c(C)c1, [Na+], [OH-]. Yields the product Cc1cc(CCC(=O)O)ccc1-c1nc(-c2ccc(OC(C)C)c(C(F)(F)F)c2)no1. As a reaction SMILES: [CH3:35][CH2:36][OH:37].[CH:1]([CH3:2])([CH3:3])[O:4][c:5]1[c:6]([C:29]([F:30])([F:31])[F:32])[cH:7][c:8](-[c:11]2[n:12][o:13][c:14](-[c:16]3[c:17]([CH3:28])[cH:18][c:19]([CH2:22][CH2:23][C:24](=[O:25])[O:26][CH3:27])[cH:20][cH:21]3)[n:15]2)[cH:9][cH:10]1.[Na+:34].[OH-:33]>>[CH:1]([CH3:2])([CH3:3])[O:4][c:5]1[c:6]([C:29]([F:30])([F:31])[F:32])[cH:7][c:8](-[c:11]2[n:12][o:13][c:14](-[c:16]3[c:17]([CH3:28])[cH:18][c:19]([CH2:22][CH2:23][C:24](=[O:25])[OH:26])[cH:20][cH:21]3)[n:15]2)[cH:9][cH:10]1.